From a dataset of the Open Reaction Database (ORD), a public repository of structured organic reaction records. describe an organic reaction: reactants, conditions, products, and yield Reactants: O=C([O-])O, CC(C)S, Cc1c(C)c2c(c(C)c1O)C(O)CC1(CCC1)O2, CCOC(C)=O, Cl, [Na+], O, O. Product: Cc1c(C)c2c(c(C)c1O)C(SC(C)C)CC1(CCC1)O2. RXN SMILES: [C:26](=[O:27])([OH:28])[O-:29].[CH3:19][CH:20]([CH3:21])[SH:22].[CH3:1][c:2]1[c:3]2[c:8]([c:9]([CH3:14])[c:10]([CH3:13])[c:11]1[OH:12])[O:7][C:6]1([CH2:5][CH:4]2[OH:18])[CH2:15][CH2:16][CH2:17]1.[CH3:31][CH2:32][O:33][C:34](=[O:35])[CH3:36].[ClH:23].[Na+:30].[OH2:24].[OH2:25]>>[CH3:1][c:2]1[c:3]2[c:8]([c:9]([CH3:14])[c:10]([CH3:13])[c:11]1[OH:12])[O:7][C:6]1([CH2:5][CH:4]2[S:22][CH:20]([CH3:19])[CH3:21])[CH2:15][CH2:16][CH2:17]1. Reactants: CCCC(C(=O)OC)c1c(C)nc2cc(C(C)(C)C)nn2c1-c1ccc(OC)cc1F, CO, [Na+], [OH-]. Product: CCCC(C(=O)O)c1c(C)nc2cc(C(C)(C)C)nn2c1-c1ccc(OC)cc1F. Reaction SMILES: [C:1]([CH3:2])([CH3:3])([CH3:4])[c:5]1[n:6][n:7]2[c:8]([n:9][c:10]([CH3:30])[c:11]([CH:22]([C:23](=[O:24])[O:25][CH3:26])[CH2:27][CH2:28][CH3:29])[c:12]2-[c:13]2[c:14]([F:21])[cH:15][c:16]([O:19][CH3:20])[cH:17][cH:18]2)[cH:31]1.[CH3:34][OH:35].[Na+:33].[OH-:32]>>[C:1]([CH3:2])([CH3:3])([CH3:4])[c:5]1[n:6][n:7]2[c:8]([n:9][c:10]([CH3:30])[c:11]([CH:22]([C:23](=[O:24])[OH:25])[CH2:27][CH2:28][CH3:29])[c:12]2-[c:13]2[c:14]([F:21])[cH:15][c:16]([O:19][CH3:20])[cH:17][cH:18]2)[cH:31]1. The reactants are C1CCOC1, Cl, [Li+], CCOC(=O)CC1OB(O)c2cc(Oc3nnc(N)s3)cc(Cl)c21, [OH-], O. The product is Nc1nnc(Oc2cc(Cl)c3c(c2)B(O)OC3CC(=O)O)s1. As a reaction SMILES: [CH2:28]1[O:29][CH2:30][CH2:31][CH2:32]1.[ClH:27].[Li+:26].[NH2:1][c:2]1[n:3][n:4][c:5]([O:7][c:8]2[cH:9][c:10]([Cl:24])[c:11]3[c:12]([cH:23]2)[B:13]([OH:22])[O:14][CH:15]3[CH2:16][C:17](=[O:18])[O:19][CH2:20][CH3:21])[s:6]1.[OH-:25].[OH2:33]>>[NH2:1][c:2]1[n:3][n:4][c:5]([O:7][c:8]2[cH:9][c:10]([Cl:24])[c:11]3[c:12]([cH:23]2)[B:13]([OH:22])[O:14][CH:15]3[CH2:16][C:17](=[O:18])[OH:19])[s:6]1. Reactants: [Li]CCCC, CC(C)NC(C)C, CC(C)c1cccc(C(C)C)c1N=C=O, O=C1CCC(c2ccc(F)cc2)O1. Yields the product CC(C)c1cccc(C(C)C)c1NC(=O)C1CC(c2ccc(F)cc2)OC1=O. As a reaction SMILES: [CH3:8][CH2:9][CH2:10][CH2:11][Li:12].[CH:1]([NH:2][CH:3]([CH3:4])[CH3:5])([CH3:6])[CH3:7].[CH:26]([CH3:27])([CH3:28])[c:29]1[c:30]([N:38]=[C:39]=[O:40])[c:31]([CH:35]([CH3:36])[CH3:37])[cH:32][cH:33][cH:34]1.[F:13][c:14]1[cH:15][cH:16][c:17]([CH:20]2[CH2:21][CH2:22][C:23](=[O:24])[O:25]2)[cH:18][cH:19]1>>[F:13][c:14]1[cH:15][cH:16][c:17]([CH:20]2[CH2:21][CH:22]([C:39]([NH:38][c:30]3[c:29]([CH:26]([CH3:27])[CH3:28])[cH:34][cH:33][cH:32][c:31]3[CH:35]([CH3:36])[CH3:37])=[O:40])[C:23](=[O:24])[O:25]2)[cH:18][cH:19]1. Starting materials: CO, CCOCC, [K+], [OH-], OCCO, CC(C)C1=C(O)C(=O)N(c2ccc3nc[nH]c3c2)C1c1cccc(F)c1F. The product is COC1=C(C(C)C)C(c2cccc(F)c2F)N(c2ccc3nc[nH]c3c2)C1=O. RXN SMILES: [CH3:39][OH:40].[CH3:7][CH2:8][O:9][CH2:10][CH3:11].[K+:2].[OH-:1].[OH:3][CH2:4][CH2:5][OH:6].[nH:12]1[cH:13][n:14][c:15]2[c:16]1[cH:17][c:18]([N:21]1[C:22](=[O:38])[C:23]([OH:37])=[C:24]([CH:34]([CH3:35])[CH3:36])[CH:25]1[c:26]1[c:27]([F:33])[c:28]([F:32])[cH:29][cH:30][cH:31]1)[cH:19][cH:20]2>>[CH3:4][O:37][C:23]1=[C:24]([CH:34]([CH3:35])[CH3:36])[CH:25]([c:26]2[c:27]([F:33])[c:28]([F:32])[cH:29][cH:30][cH:31]2)[N:21]([c:18]2[cH:17][c:16]3[nH:12][cH:13][n:14][c:15]3[cH:20][cH:19]2)[C:22]1=[O:38]. Starting materials: C=C(CO)CO, CCCCCC, CCC=O, O. The product is C=C1COC(CC)OC1. Reaction SMILES: [CH2:5]=[C:6]([CH2:7][OH:8])[CH2:9][OH:10].[CH3:12][CH2:13][CH2:14][CH2:15][CH2:16][CH3:17].[CH:1]([CH2:2][CH3:3])=[O:4].[OH2:11]>>[CH:1]1([CH2:2][CH3:3])[O:4][CH2:9][C:6](=[CH2:5])[CH2:7][O:8]1. Reaction conditions: time 5 minute. Product: [Br-].[Br-].C(CCC)N(C1=CC=C(/C=C/C2=CC=[N+](C=C2)CCC[N+](C)(C)C)C=C1)CCCC ((E)-4-(4-(dibutylamino)styryl)-1-(3-(trimethylammonio)propyl)pyridinium dibromide). The reactants are [Br-].[Br-].CC1=CC=[N+](C=C1)CCC[N+](C)(C)C (4-Methyl-1-(3-(trimethylammonio)propyl)pridinium dibromide), C(CCC)N(C1=CC=C(C=O)C=C1)CCCC (4-dibutylaminobenzaldehyde). As a reaction SMILES: [Br-:1].[Br-].[CH3:3][C:4]1[CH:9]=[CH:8][N+:7]([CH2:10][CH2:11][CH2:12][N+:13]([CH3:16])([CH3:15])[CH3:14])=[CH:6][CH:5]=1.[CH2:17]([N:21]([CH2:30][CH2:31][CH2:32][CH3:33])[C:22]1[CH:29]=[CH:28][C:25]([CH:26]=O)=[CH:24][CH:23]=1)[CH2:18][CH2:19][CH3:20]>>[Br-:1].[Br-:1].[CH2:17]([N:21]([CH2:30][CH2:31][CH2:32][CH3:33])[C:22]1[CH:23]=[CH:24][C:25](/[CH:26]=[CH:3]/[C:4]2[CH:5]=[CH:6][N+:7]([CH2:10][CH2:11][CH2:12][N+:13]([CH3:14])([CH3:16])[CH3:15])=[CH:8][CH:9]=2)=[CH:28][CH:29]=1)[CH2:18][CH2:19][CH3:20] |f:0.1.2,4.5.6|. Reported procedure: To a dry vial was added the salt 6 (708 mg, 2 mmol), 4-dibutylaminobenzaldehyde (467 mg, 2 mmol) and the vial was purged with N2. Ethanol (10 ml) was added via syringe, followed by piperidine (1 ml). Within 5 minutes the color began changing to deep red. The mixture was stirred at room temperature for 12 hours, concentrated and the salt was precipitated with dry ether. Following solvent removal, the salt was again dissolved in EtOH (8 ml) and precipitated with ether. The resulting fluorophore wa...